This data is from the Open Reaction Database (ORD), a public repository of structured organic reaction records. The task is: describe an organic reaction: reactants, conditions, products, and yield Starting materials: N[C@H]1[C@@H]2N(C(=C(CS2)COC(CC(C)=O)=O)C(=O)O)C1=O (7β-amino-3-(3-oxobutyryloxymethyl)-3-cephem-4-carboxylic acid), Cl (hydrochloric acid), C(O)([O-])=O.[Na+] (sodium hydrogen carbonate), Cl.ClCC(=O)NC=1SC=C(N1)/C(/C(=O)Cl)=N/OC (2-(2-chloroacetamidothiazol-4-yl)-2(Z)-methoxyiminoacetyl chloride hydrochloride). Solvent: O1CCCC1 (tetrahydrofuran), O (water). The product is ClCC(=O)NC=1SC=C(N1)/C(/C(=O)N[C@H]1[C@@H]2N(C(=C(CS2)COC(CC(C)=O)=O)C(=O)O)C1=O)=N/OC (7β-[2-(2-Chloroacetamidothiazol-4-yl)-2(Z)-methoxyiminoacetamido]-3-(3-oxobutyryloxymethyl)-3-cephem-4-carboxylic acid). Yield: 97.7%. Reaction SMILES: [NH2:1][C@@H:2]1[C:20](=[O:21])[N:4]2[C:5]([C:17]([OH:19])=[O:18])=[C:6]([CH2:9][O:10][C:11](=[O:16])[CH2:12][C:13](=[O:15])[CH3:14])[CH2:7][S:8][C@H:3]12.C(=O)([O-])O.[Na+].Cl.[Cl:28][CH2:29][C:30]([NH:32][C:33]1[S:34][CH:35]=[C:36](/[C:38](=[N:42]/[O:43][CH3:44])/[C:39](Cl)=[O:40])[N:37]=1)=[O:31].Cl>O1CCCC1.O>[Cl:28][CH2:29][C:30]([NH:32][C:33]1[S:34][CH:35]=[C:36](/[C:38](=[N:42]/[O:43][CH3:44])/[C:39]([NH:1][C@@H:2]2[C:20](=[O:21])[N:4]3[C:5]([C:17]([OH:19])=[O:18])=[C:6]([CH2:9][O:10][C:11](=[O:16])[CH2:12][C:13](=[O:15])[CH3:14])[CH2:7][S:8][C@H:3]23)=[O:40])[N:37]=1)=[O:31] |f:1.2,3.4|. Procedure details: In a mixture of 500 ml of tetrahydrofuran and 500 ml of water is suspended 157 g of 7β-amino-3-(3-oxobutyryloxymethyl)-3-cephem-4-carboxylic acid. To the suspension is added little by little 141 g of sodium hydrogen carbonate with stirring. To the mixture is added 150 g of 2-(2-chloroacetamidothiazol-4-yl)-2(Z)-methoxyiminoacetyl chloride hydrochloride at 5° C., during 20 minutes with stirring, and the mixture was stirred for further one hour. After completion of the reaction, the reaction mixtu... Reactants: CC(C)(C)CC1NC(C(=O)Nc2cccc(C(=O)OC(C)(C)C)c2)C(c2cccc(Cl)c2F)C1(C#N)c1ccc(Cl)cc1F, ClCCl, O=C(O)C(F)(F)F. Product: CC(C)(C)CC1NC(C(=O)Nc2cccc(C(=O)O)c2)C(c2cccc(Cl)c2F)C1(C#N)c1ccc(Cl)cc1F. Reaction SMILES: [C:1]([CH3:2])([CH3:3])([CH3:4])[O:5][C:6]([c:7]1[cH:8][c:9]([NH:13][C:14](=[O:15])[CH:16]2[NH:17][CH:18]([CH2:39][C:40]([CH3:41])([CH3:42])[CH3:43])[C:19]([C:29]#[N:30])([c:31]3[c:32]([F:38])[cH:33][c:34]([Cl:37])[cH:35][cH:36]3)[CH:20]2[c:21]2[c:22]([F:28])[c:23]([Cl:27])[cH:24][cH:25][cH:26]2)[cH:10][cH:11][cH:12]1)=[O:44].[CH2:52]([Cl:53])[Cl:54].[F:45][C:46]([F:47])([F:48])[C:49]([OH:50])=[O:51]>>[O:5]=[C:6]([c:7]1[cH:8][c:9]([NH:13][C:14](=[O:15])[CH:16]2[NH:17][CH:18]([CH2:39][C:40]([CH3:41])([CH3:42])[CH3:43])[C:19]([C:29]#[N:30])([c:31]3[c:32]([F:38])[cH:33][c:34]([Cl:37])[cH:35][cH:36]3)[CH:20]2[c:21]2[c:22]([F:28])[c:23]([Cl:27])[cH:24][cH:25][cH:26]2)[cH:10][cH:11][cH:12]1)[OH:44]. Starting materials: BrC1=CC=C(C=C1)C(CC)=O (p-bromopropiophenone), N1[C@H](C(=O)O)CCC1 (L-proline), BrC1=CC=C(C(=O)\C(=C/C(=O)O)\C)C=C1 (β-(4-bromobenzoyl)crotonic acid), C(C=O)(=O)O (glyoxylic acid), [OH-].[Na+] (sodium hydroxide), C1=CN(C=N1)C(=O)N2C=CN=C2 (N,N-carbonyldiimidazole). Solvent: O (water), O (water), C(C)O.O (ethanol water), O1CCCC1 (tetrahydrofuran). Reaction conditions: time 20 hour. The product is BrC1=CC=C(C(=O)\C(=C/C(=O)N2[C@H](C(=O)O)CCC2)\C)C=C1 (1-[β-(4-bromobenzoyl)crotonyl]-L-proline). As a reaction SMILES: BrC1C=CC(C(=O)CC)=CC=1.C(O)(=O)C=O.[OH-].[Na+].[Br:19][C:20]1[CH:33]=[CH:32][C:23]([C:24](/[C:26](/[CH3:31])=[CH:27]\[C:28]([OH:30])=O)=[O:25])=[CH:22][CH:21]=1.[NH:34]1[CH2:41][CH2:40][CH2:39][C@H:35]1[C:36]([OH:38])=[O:37].C1N=CN(C(N2C=NC=C2)=O)C=1>O1CCCC1.O.C(O)C.O>[Br:19][C:20]1[CH:21]=[CH:22][C:23]([C:24](/[C:26](/[CH3:31])=[CH:27]\[C:28]([N:34]2[CH2:41][CH2:40][CH2:39][C@H:35]2[C:36]([OH:38])=[O:37])=[O:30])=[O:25])=[CH:32][CH:33]=1 |f:2.3,9.10|. Procedure details: To a slurry of 16.0 g. of p-bromopropiophenone and 8.0 g. of glyoxylic acid in 90 ml. of water is added (with cooling) a mixture of 20 g. of 50% sodium hydroxide in 280 ml. of ethanol-water (1:1). The mixture is allowed to stand at room temperature for 20 hours and then heated to the boiling point for 30 minutes. The mixture is diluted with 800 ml. of ice and water, stirred several minutes and filtered. The filtrate is acidified with 5 N HCl and filtered to give 12.5 g. of β-(4-bromobenzoyl)crot... The reactants are Cc1nc(CC2C(CO[Si](C)(C)C(C)(C)C)OC(C)(C)N2C(=O)OC(C)(C)C)cs1, CCCC[N+](CCCC)(CCCC)CCCC, C1CCOC1, [F-]. Product: Cc1nc(CC2C(CO)OC(C)(C)N2C(=O)OC(C)(C)C)cs1. As a reaction SMILES: [C:1]([Si:2]([CH3:3])([CH3:4])[O:6][CH2:7][CH:8]1[CH:9]([CH2:22][c:23]2[n:24][c:25]([CH3:28])[s:26][cH:27]2)[N:10]([C:15](=[O:16])[O:17][C:18]([CH3:19])([CH3:20])[CH3:21])[C:11]([CH3:13])([CH3:14])[O:12]1)([CH3:5])([CH3:29])[CH3:30].[CH2:32]([N+:33]([CH2:34][CH2:35][CH2:36][CH3:37])([CH2:38][CH2:39][CH2:40][CH3:41])[CH2:42][CH2:43][CH2:44][CH3:45])[CH2:46][CH2:47][CH3:48].[CH2:49]1[O:50][CH2:51][CH2:52][CH2:53]1.[F-:31]>>[OH:6][CH2:7][CH:8]1[CH:9]([CH2:22][c:23]2[n:24][c:25]([CH3:28])[s:26][cH:27]2)[N:10]([C:15](=[O:16])[O:17][C:18]([CH3:19])([CH3:20])[CH3:21])[C:11]([CH3:13])([CH3:14])[O:12]1. The solvent is C(Cl)(Cl)Cl (chloroform). Reactants: CC(C)(C)NCC(C(Cl)(Cl)Cl)O (3-(1,1-dimethylethylamino)-1,1,1-trichloro-2-propanol), CN=C=O (methyl isocyanate). Procedure: The reaction of 3-(1,1-dimethylethylamino)-1,1,1-trichloro-2-propanol with methyl isocyanate normally takes place at -70° to +80° C. in an inert solvent such as chloroform to produce 1-(1,1-dimethylethyl)-3-methyl-1-(3,3,3-trichloro-2-hydroxypropyl)urea and 1-(1,1-dimethylethyl)-3-methyl-1-[3,3,3-trichloro-2-(methylcarbamoyloxy)propyl]urea. Product: CC(C)(C)N(C(=O)NC)CC(C(Cl)(Cl)Cl)O (1-(1,1-dimethylethyl)-3-methyl-1-(3,3,3-trichloro-2-hydroxypropyl)urea), CC(C)(C)N(C(=O)NC)CC(C(Cl)(Cl)Cl)OC(NC)=O (1-(1,1-dimethylethyl)-3-methyl-1-[3,3,3-trichloro-2-(methylcarbamoyloxy)propyl]urea). As a reaction SMILES: [CH3:1][C:2]([NH:5][CH2:6][CH:7]([OH:12])[C:8]([Cl:11])([Cl:10])[Cl:9])([CH3:4])[CH3:3].[CH3:13][N:14]=[C:15]=[O:16]>C(Cl)(Cl)Cl>[CH3:4][C:2]([N:5]([CH2:6][CH:7]([OH:12])[C:8]([Cl:11])([Cl:10])[Cl:9])[C:15]([NH:14][CH3:13])=[O:16])([CH3:1])[CH3:3].[CH3:4][C:2]([N:5]([CH2:6][CH:7]([O:12][C:15](=[O:16])[NH:14][CH3:13])[C:8]([Cl:11])([Cl:10])[Cl:9])[C:15]([NH:14][CH3:13])=[O:16])([CH3:1])[CH3:3].